Dataset: the Open Reaction Database (ORD), a public repository of structured organic reaction records. Task: describe an organic reaction: reactants, conditions, products, and yield The reactants are C1(=C(C=CC=C1)P(C1=C(C=CC=C1)C)C1=C(C=CC=C1)C)C (tris-(ortho-toluyl)phospine), BrC=1C=NC=CC1 (3-bromopyridine), C(=O)(OC(C)(C)C)N1C[C@H](OCC1)CC1=CC(=CC=C1)CO (N-Boc-(R)-2-(3-(hydroxymethyl)benzyl)morpholine), C(=O)(OC(C)(C)C)N1C[C@H](OCC1)CC1=CC(=CC=C1)C=C (N-Boc-(R)-2-(3-vinylbenzyl)morpholine). The reagents and catalysts are C(C)(=O)[O-].[Pd+2].C(C)(=O)[O-] (palladium acetate). Solvent: C(C)#N (acetonitrile), C(C)#N (acetonitrile). Conditions: time 5 minute. Yields the product C(=O)(OC(C)(C)C)N1C[C@H](OCC1)CC1=CC(=CC=C1)C=CC=1C=NC=CC1 (N-Boc-(R)-2-(3-(2-(3-pyridinyl)vinyl)-benzyl)morpholine). The yield is 60.7%. As a reaction SMILES: C1(C)C=CC=CC=1P(C1C=CC=CC=1C)C1C=CC=CC=1C.Br[C:24]1[CH:25]=[N:26][CH:27]=[CH:28][CH:29]=1.C(N1CCO[C@H](CC2C=CC=C(CO)C=2)C1)(OC(C)(C)C)=O.[C:52]([N:59]1[CH2:64][CH2:63][O:62][C@H:61]([CH2:65][C:66]2[CH:71]=[CH:70][CH:69]=[C:68]([CH:72]=[CH2:73])[CH:67]=2)[CH2:60]1)([O:54][C:55]([CH3:58])([CH3:57])[CH3:56])=[O:53]>C(#N)C.C([O-])(=O)C.[Pd+2].C([O-])(=O)C>[C:52]([N:59]1[CH2:64][CH2:63][O:62][C@H:61]([CH2:65][C:66]2[CH:71]=[CH:70][CH:69]=[C:68]([CH:72]=[CH:73][C:24]3[CH:25]=[N:26][CH:27]=[CH:28][CH:29]=3)[CH:67]=2)[CH2:60]1)([O:54][C:55]([CH3:56])([CH3:58])[CH3:57])=[O:53] |f:5.6.7|. Procedure details: To a small reaction vessel was added palladium acetate (1.5 mg, 7micromol), tris-(ortho-toluyl)phospine (4.2 mg, 14micromol) and 3-bromopyridine (22 mg, 0.13 mmol) as a solution in acetonitrile (1.5 mL) in one portion. The mixture was stirred for 5 minutes at room temperature under an atmosphere of nitrogen gas and then intermediate (b), N-Boc-(R)-2-(3-vinylbenzyl)morpholine (0.083 g, 0.27 mmol) was added as a solution in acetonitrile (1.5 mL). The reaction vessel was then subjected to microwave... Solvent: CO (methanol), ClCCl (dichloromethane), O (water), C1(=CC=CC=C1)C (toluene). The product is N1=CC=NC=2C(=NC=3C=CC=CC3C21)N (Pyrazino[2,3-c]quinolin-5-amine). Reported procedure: A solution of 2-(tert-butoxycarbonylamino)phenylboronic acid (1.0 eq.) and 3-chloropyrazine-2-carbonitrile (1.0 eq.) in toluene (0.44 M) was mixed with tetrakis(triphenyl-phosphine)palladium (5 mol %) and 2N aqueous potassium carbonate solution (2.0 eq.). The reaction was heated to 100° C. and stirred overnight. After cooling to ambient temperature, the reaction content was diluted with 2% methanol in dichloromethane and water. The two phases were separated, and the aqueous layer was extracted t... As a reaction SMILES: C(OC([NH:8][C:9]1[CH:14]=[CH:13][CH:12]=[CH:11][C:10]=1B(O)O)=O)(C)(C)C.Cl[C:19]1[C:20]([C:25]#[N:26])=[N:21][CH:22]=[CH:23][N:24]=1.C(=O)([O-])[O-].[K+].[K+]>C1(C)C=CC=CC=1.CO.ClCCl.O>[N:24]1[C:19]2[C:14]3[CH:13]=[CH:12][CH:11]=[CH:10][C:9]=3[N:8]=[C:25]([NH2:26])[C:20]=2[N:21]=[CH:22][CH:23]=1 |f:2.3.4|. Run at temperature 100 celsius, time 8 hour. The reactants are C(C)(C)(C)OC(=O)NC1=C(C=CC=C1)B(O)O (2-(tert-butoxycarbonylamino)phenylboronic acid), ClC=1C(=NC=CN1)C#N (3-chloropyrazine-2-carbonitrile), tetrakis(triphenyl-phosphine)palladium, C([O-])([O-])=O.[K+].[K+] (potassium carbonate). The reactants are title compounds, BrC1=CC=C(C=C1)[C@H](C)NCCC1(CCC2(OCCO2)CC1)O (8-{2-[(S)-1-(4-bromo-phenyl)-ethylamino]-ethyl}-1,4-dioxa-spiro[4.5]decan-8-ol), ClC(Cl)(OC(OC(Cl)(Cl)Cl)=O)Cl (triphosgene), Intermediate 1. Product: BrC1=CC=C(C=C1)[C@H](C)N1C(OC2(CC1)CCC(CC2)=O)=O (3-[(S)-1-(4-Bromo-phenyl)-ethyl]-1-oxa-3-aza-spiro[5.5]undecane-2,9-dione). Isolated yield 6.0%. Reaction SMILES: [Br:1][C:2]1[CH:7]=[CH:6][C:5]([C@@H:8]([NH:10][CH2:11][CH2:12][C:13]2([OH:23])[CH2:22][CH2:21][C:16]3([O:20]CCO3)[CH2:15][CH2:14]2)[CH3:9])=[CH:4][CH:3]=1.Cl[C:25](Cl)([O:27]C(=O)OC(Cl)(Cl)Cl)Cl>>[Br:1][C:2]1[CH:3]=[CH:4][C:5]([C@@H:8]([N:10]2[CH2:11][CH2:12][C:13]3([CH2:14][CH2:15][C:16](=[O:20])[CH2:21][CH2:22]3)[O:23][C:25]2=[O:27])[CH3:9])=[CH:6][CH:7]=1. Procedure: The title compounds are prepared from 8-{2-[(S)-1-(4-bromo-phenyl)-ethylamino]-ethyl}-1,4-dioxa-spiro[4.5]decan-8-ol and triphosgene following a procedure analogous to that described in step 3 of Intermediate 1. The ketal group is partially cleaved under these conditions to give a mixture of the title compounds that is separated by chromatography on silica gel (cyclohexane/ethyl acetate 9:1→1:1). 11-[(S)-1-(4-bromo-phenyl)-ethyl]-1,4,9-trioxa-11-aza-dispiro[4.2.5.2]pentadecan-10-one: Yield: 6% o... Reactants: C(C)(C)(C)OC(=O)N1C(=CC=C1)[C@H]([C@H](CC1=CC(=CC(=C1)F)F)N(CC1=C(C=CC=C1)C)CC1=C(C=CC=C1)C)O (2-[2-(S)-[bis-(2-methylbenzyl)-amino]-3-(3,5-difluorophenyl)-1-(S)-hydroxypropyl]-pyrrole-1-carboxylic acid tert-butyl ester), [H][H] (hydrogen). Reagents/catalysts: [Pt] (platinum on carbon). Run in CO (methanol). The product is C(C)(C)(C)OC(=O)N1[C@H](CCC1)[C@H]([C@H](CC1=CC(=CC(=C1)F)F)N(CC1=C(C=CC=C1)C)CC1=C(C=CC=C1)C)O (2-(R)-[2-(S)-[Bis-(2-methylbenzyl)-amino]-3-(3,5-difluorophenyl)-1-(S)-hydroxypropyl]-pyrrolidine-1-carboxylic acid tert-butyl ester). Yield: 27.8%. RXN SMILES: [C:1]([O:5][C:6]([N:8]1[CH:12]=[CH:11][CH:10]=[C:9]1[C@@H:13]([OH:41])[C@@H:14]([N:24]([CH2:33][C:34]1[CH:39]=[CH:38][CH:37]=[CH:36][C:35]=1[CH3:40])[CH2:25][C:26]1[CH:31]=[CH:30][CH:29]=[CH:28][C:27]=1[CH3:32])[CH2:15][C:16]1[CH:21]=[C:20]([F:22])[CH:19]=[C:18]([F:23])[CH:17]=1)=[O:7])([CH3:4])([CH3:3])[CH3:2].[H][H]>[Pt].CO>[C:1]([O:5][C:6]([N:8]1[CH2:12][CH2:11][CH2:10][C@@H:9]1[C@@H:13]([OH:41])[C@@H:14]([N:24]([CH2:33][C:34]1[CH:39]=[CH:38][CH:37]=[CH:36][C:35]=1[CH3:40])[CH2:25][C:26]1[CH:31]=[CH:30][CH:29]=[CH:28][C:27]=1[CH3:32])[CH2:15][C:16]1[CH:21]=[C:20]([F:22])[CH:19]=[C:18]([F:23])[CH:17]=1)=[O:7])([CH3:4])([CH3:3])[CH3:2]. Procedure details: Add 2-[2-(S)-[bis-(2-methylbenzyl)-amino]-3-(3,5-difluorophenyl)-1-(S)-hydroxypropyl]-pyrrole-1-carboxylic acid tert-butyl ester (0.415 g, 0.74 mmol), 10% platinum on carbon (0.087 g) and methanol (15 mL) and hydrogenate at one atmosphere hydrogen gas for 1-8 h. Add filter agent and filter, concentrate and purify (silica gel chromatography, eluting with hexanes and ethyl acetate) to give the title compound as a white foam (0.116 g, 28%). Reactants: [Na+], O=C([O-])O, O, O=P(Cl)(Cl)Cl, c1ccncc1, NC(=O)c1csc(-c2ncc[nH]2)n1. Product: N#Cc1csc(-c2ncc[nH]2)n1. Reaction SMILES: [Na+:24].[O-:20][C:21]([OH:22])=[O:23].[OH2:19].[P:14]([Cl:15])([Cl:16])([Cl:17])=[O:18].[cH:25]1[cH:26][cH:27][n:28][cH:29][cH:30]1.[nH:1]1[c:2](-[c:6]2[s:7][cH:8][c:9]([C:11](=[O:12])[NH2:13])[n:10]2)[n:3][cH:4][cH:5]1>>[n:1]1[c:2](-[c:6]2[s:7][cH:8][c:9]([C:11]#[N:13])[n:10]2)[nH:3][cH:4][cH:5]1. Reactants: CC=1C=CC(=NC1)C(NC1=CC=C(C=C1)S(=O)(=O)C)=N (5-methyl-N-[4-(methylsulfonyl)phenyl]-2-pyridinecarboximidamide), C([O-])(O)=O.[Na+] (sodium bicarbonate), BrCC(C(F)(F)F)=O (3-bromo-1,1,1-trifluoroacetone). The solvent is C(C)(C)O (isopropanol). Yields the product CC=1C=NC(=CC1)C=1N(CC(N1)(C(F)(F)F)O)C1=CC=C(C=C1)S(=O)(=O)C (3-methyl-6-[4-hydroxy-1-[4-(methylsulfonyl)phenyl]-4-(trifluoromethyl)-4,5-dihydro-1H-imidazol-2-yl]pyridine). RXN SMILES: [CH3:1][C:2]1[CH:3]=[CH:4][C:5]([C:8](=[NH:20])[NH:9][C:10]2[CH:15]=[CH:14][C:13]([S:16]([CH3:19])(=[O:18])=[O:17])=[CH:12][CH:11]=2)=[N:6][CH:7]=1.C(=O)(O)[O-].[Na+].Br[CH2:27][C:28](=[O:33])[C:29]([F:32])([F:31])[F:30]>C(O)(C)C>[CH3:1][C:2]1[CH:7]=[N:6][C:5]([C:8]2[N:9]([C:10]3[CH:15]=[CH:14][C:13]([S:16]([CH3:19])(=[O:18])=[O:17])=[CH:12][CH:11]=3)[CH2:27][C:28]([OH:33])([C:29]([F:32])([F:31])[F:30])[N:20]=2)=[CH:4][CH:3]=1 |f:1.2|. Procedure details: To a mixture of the amidine of step 1 (10 mmol and sodium bicarbonate (20 mmol) in isopropanol (150 ml), 3-bromo-1,1,1-trifluoroacetone (15 mmol) is added. After heating at 80°-85° C. for 24 hours, the reaction mixture is cooled and filtered. The residue is washed with methylene chloride and the combined organic fractions are dried over sodium sulfate, filtered and concentrated. The crude mixture is chromatographed on silica gel using mixtures of ethyl acetate, isopropanol and ammonium hydroxide...